From a dataset of the Open Reaction Database (ORD), a public repository of structured organic reaction records. describe an organic reaction: reactants, conditions, products, and yield Reactants: O=C([O-])[O-], CCOC(=O)COc1ccc(S)cc1, CCOCC, CCCN(CCOS(=O)(=O)c1ccc(C)cc1)S(=O)(=O)c1sc2ccc(Cl)cc2c1C, Cl, [Cs+], [Cs+], CN(C)C=O. Product: CCCN(CCSc1ccc(OCC(=O)OCC)cc1)S(=O)(=O)c1sc2ccc(Cl)cc2c1C. As a reaction SMILES: [C:46](=[O:47])([O-:48])[O-:49].[CH2:32]([CH3:33])[O:34][C:35]([CH2:36][O:37][c:38]1[cH:39][cH:40][c:41]([SH:44])[cH:42][cH:43]1)=[O:45].[CH3:57][CH2:58][O:59][CH2:60][CH3:61].[Cl:1][c:2]1[cH:3][c:4]2[c:5]([s:6][c:7]([S:10](=[O:11])(=[O:12])[N:13]([CH2:14][CH2:15][O:16][S:17]([c:18]3[cH:19][cH:20][c:21]([CH3:22])[cH:23][cH:24]3)(=[O:25])=[O:26])[CH2:27][CH2:28][CH3:29])[c:8]2[CH3:9])[cH:30][cH:31]1.[ClH:62].[Cs+:50].[Cs+:51].[O:52]=[CH:53][N:54]([CH3:55])[CH3:56]>>[Cl:1][c:2]1[cH:3][c:4]2[c:5]([s:6][c:7]([S:10](=[O:11])(=[O:12])[N:13]([CH2:14][CH2:15][S:44][c:41]3[cH:40][cH:39][c:38]([O:37][CH2:36][C:35]([O:34][CH2:32][CH3:33])=[O:45])[cH:43][cH:42]3)[CH2:27][CH2:28][CH3:29])[c:8]2[CH3:9])[cH:30][cH:31]1. Reactants: [Br-], COC(C)(C)C, C1CCOC1, CCOc1ccc(-c2ccc(C=O)[se]2)c(F)c1F, CC(C)(C)[O-], C[P+](c1ccccc1)(c1ccccc1)c1ccccc1, Cl, [K+], O. The product is C=Cc1ccc(-c2ccc(OCC)c(F)c2F)[se]1. As a reaction SMILES: [Br-:25].[C:51]([O:52][CH3:53])([CH3:54])([CH3:55])[CH3:56].[CH2:46]1[O:47][CH2:48][CH2:49][CH2:50]1.[CH2:7]([CH3:8])[O:9][c:10]1[c:11]([F:24])[c:12]([F:23])[c:13](-[c:16]2[cH:17][cH:18][c:19]([CH:21]=[O:22])[se:20]2)[cH:14][cH:15]1.[CH3:1][C:2]([CH3:3])([O-:4])[CH3:5].[CH3:26][P+:27]([c:28]1[cH:29][cH:30][cH:31][cH:32][cH:33]1)([c:34]1[cH:35][cH:36][cH:37][cH:38][cH:39]1)[c:40]1[cH:41][cH:42][cH:43][cH:44][cH:45]1.[ClH:58].[K+:6].[OH2:57]>>[CH2:1]=[CH:21][c:19]1[cH:18][cH:17][c:16](-[c:13]2[c:12]([F:23])[c:11]([F:24])[c:10]([O:9][CH2:7][CH3:8])[cH:15][cH:14]2)[se:20]1.